From a dataset of the Open Reaction Database (ORD), a public repository of structured organic reaction records. describe an organic reaction: reactants, conditions, products, and yield The reactants are O=C([O-])[O-], CCOC(=O)c1c(=O)c2cc3c(cc2n2c(C)csc12)OCO3, CCO, [K+], [K+], O. The product is Cc1csc2c(C(=O)O)c(=O)c3cc4c(cc3n12)OCO4. Reaction SMILES: [C:24](=[O:25])([O-:26])[O-:27].[CH3:1][c:2]1[cH:3][s:4][c:5]2[n:6]1[c:7]1[cH:8][c:9]3[c:10]([cH:11][c:12]1[c:13](=[O:20])[c:14]2[C:15](=[O:16])[O:17][CH2:18][CH3:19])[O:21][CH2:22][O:23]3.[CH3:31][CH2:32][OH:33].[K+:28].[K+:29].[OH2:30]>>[CH3:1][c:2]1[cH:3][s:4][c:5]2[n:6]1[c:7]1[cH:8][c:9]3[c:10]([cH:11][c:12]1[c:13](=[O:20])[c:14]2[C:15](=[O:16])[OH:17])[O:21][CH2:22][O:23]3. Starting materials: C#CCBr, O=C([O-])[O-], CC(C)=O, CC(C)N1CCNCC1, [Cs+], [Cs+]. Yields the product C#CCN1CCN(C(C)C)CC1. As a reaction SMILES: [Br:7][CH2:8][C:9]#[CH:10].[C:1](=[O:2])([O-:3])[O-:4].[CH3:20][C:21](=[O:22])[CH3:23].[CH:11]([CH3:12])([CH3:13])[N:14]1[CH2:15][CH2:16][NH:17][CH2:18][CH2:19]1.[Cs+:5].[Cs+:6]>>[CH:8]#[C:9][CH2:10][N:17]1[CH2:16][CH2:15][N:14]([CH:11]([CH3:12])[CH3:13])[CH2:19][CH2:18]1. The reactants are BrC=1C=CC=2C(N3C(=NC2C1)CC1(C3)CCN(CC1)C(=O)OCC1C3=CC=CC=C3C=3C=CC=CC13)=O ((9H-fluoren-9-yl)methyl 6′-bromo-9′-oxo-3′,9′-dihydro-1′H-spiro[piperidine-4,2′-pyrrolo[2,1-b]quinazoline]-1-carboxylate), N1CCCCC1 (piperidine). Solvent: C(Cl)Cl (DCM), O (water). Product: BrC=1C=CC=2C(N3C(=NC2C1)CC1(C3)CCNCC1)=O (6′-bromo-1′H-spiro[piperidine-4,2′-pyrrolo[2,1-b]quinazolin]-9′(3′H)-one). As a reaction SMILES: [Br:1][C:2]1[CH:3]=[CH:4][C:5]2[C:6](=[O:37])[N:7]3[CH2:14][C:13]4([CH2:19][CH2:18][N:17](C(OCC5C6C=CC=CC=6C6C5=CC=CC=6)=O)[CH2:16][CH2:15]4)[CH2:12][C:8]3=[N:9][C:10]=2[CH:11]=1.N1CCCCC1>C(Cl)Cl.O>[Br:1][C:2]1[CH:3]=[CH:4][C:5]2[C:6](=[O:37])[N:7]3[CH2:14][C:13]4([CH2:15][CH2:16][NH:17][CH2:18][CH2:19]4)[CH2:12][C:8]3=[N:9][C:10]=2[CH:11]=1. Procedure details: A solution of (9H-fluoren-9-yl)methyl 6′-bromo-9′-oxo-3′,9′-dihydro-1′H-spiro[piperidine-4,2′-pyrrolo[2,1-b]quinazoline]-1-carboxylate (0.6 g, 1.1 mmol, 1 equiv) and piperidine (4 mL) in DCM (50 mL) was stirred at room temperature overnight. The reaction mixture was then diluted with water and extracted with ethyl acetate (3×100 mL). The combined organic layers were dried over Na2SO4. After filtration and concentration, the residue was purified by silica gel chromatography to give the desired pr... Starting materials: C(C=C)(=O)Cl (acryloylchloride), C(C=C)(=O)Cl (acryloylchloride), Cl.COC(CN)OC (aminoacetaldehyde dimethylacetal hydrochloride). Yields the product COC(CNC(C=C)=O)OC (N-(2,2 dimethoxyethyl)acrylamide). The yield is 92.0%. As a reaction SMILES: [C:1](Cl)(=[O:4])[CH:2]=[CH2:3].Cl.[CH3:7][O:8][CH:9]([O:12][CH3:13])[CH2:10][NH2:11]>>[CH3:7][O:8][CH:9]([O:12][CH3:13])[CH2:10][NH:11][C:1](=[O:4])[CH:2]=[CH2:3] |f:1.2|. Procedure details: The round bottom flask was suspended in a dry ice-isopropanol bath. When the contents reached 0° C., the acryloylchloride solution was allowed to slowly drip into the flask. Temperature was maintained at 0° to 3° C. over a 40 minute period during which all the acryloylchloride solution had been added. Voluminous white crystals of aminoacetaldehyde dimethylacetal hydrochloride were present in the product. These crystals were removed via filtration. Methoxyhydroquinone (0.1 gram) was added and the... Starting materials: C(C)(C)C1=C(C(=CC=C1)C(C)C)NC(=O)CN(CC1=CC=C(C=C1)C1=C(C=CC=C1)C1=NN=NN1C(C1=CC=CC=C1)(C1=CC=CC=C1)C1=CC=CC=C1)CCCCC (N-[[[(2,6-Diisopropylphenyl)amino]carbonyl]methyl]-N-pentyl-N-[[2′-[N-(triphenylmethyl)tetrazol-5-yl]-1,1′-biphenyl-4-yl]methyl]amine), Cl (hydrochloric acid). The solvent is O1CCCC1 (tetrahydrofuran). The product is Cl.C(C)(C)C1=C(C(=CC=C1)C(C)C)NC(=O)CN(CC1=CC=C(C=C1)C1=C(C=CC=C1)C1=NN=NN1)CCCCC (N-[[[(2,6-diisopropylphenyl) amino]carbonyl]methyl]-N-pentyl-N-[[2′-(1H-tetrazol-5-yl)-1,1′-biphenyl-4-yl]methyl]amine hydrochloride). Yield: 93.0%. Reaction SMILES: [CH:1]([C:4]1[CH:9]=[CH:8][CH:7]=[C:6]([CH:10]([CH3:12])[CH3:11])[C:5]=1[NH:13][C:14]([CH2:16][N:17]([CH2:55][CH2:56][CH2:57][CH2:58][CH3:59])[CH2:18][C:19]1[CH:24]=[CH:23][C:22]([C:25]2[CH:30]=[CH:29][CH:28]=[CH:27][C:26]=2[C:31]2[N:35](C(C3C=CC=CC=3)(C3C=CC=CC=3)C3C=CC=CC=3)[N:34]=[N:33][N:32]=2)=[CH:21][CH:20]=1)=[O:15])([CH3:3])[CH3:2].[ClH:60]>O1CCCC1>[ClH:60].[CH:10]([C:6]1[CH:7]=[CH:8][CH:9]=[C:4]([CH:1]([CH3:3])[CH3:2])[C:5]=1[NH:13][C:14]([CH2:16][N:17]([CH2:55][CH2:56][CH2:57][CH2:58][CH3:59])[CH2:18][C:19]1[CH:24]=[CH:23][C:22]([C:25]2[CH:30]=[CH:29][CH:28]=[CH:27][C:26]=2[C:31]2[NH:35][N:34]=[N:33][N:32]=2)=[CH:21][CH:20]=1)=[O:15])([CH3:12])[CH3:11] |f:3.4|. Reported procedure: N-[[[(2,6-Diisopropylphenyl)amino]carbonyl]methyl]-N-pentyl-N-[[2′-[N-(triphenylmethyl)tetrazol-5-yl]-1,1′-biphenyl-4-yl]methyl]amine (278.3 mg) was dissolved in tetrahydrofuran (10 mL), and after addition of 10% hydrochloric acid (3.0 mL), the resulting mixture was stirred at room temperature. Nineteen hours later, the solvent was distilled off, and to the residue, water (30 mL) was added. The mixture so obtained was extracted twice with chloroform (30 mL, each). The organic layer was dried ove...